Dataset: the Open Reaction Database (ORD), a public repository of structured organic reaction records. Task: describe an organic reaction: reactants, conditions, products, and yield The reactants are CC=1C=C(C=O)C=CC1 (3-Methylbenzaldehyde), C(CC(=O)[O-])(=O)OCC (mono-ethyl malonate). Product: CC=1C=C(C=CC(=O)OCC)C=CC1 (Ethyl 3-methyl-cinnamate). Isolated yield 87.8%. As a reaction SMILES: [CH3:1][C:2]1[CH:3]=[C:4]([CH:7]=[CH:8][CH:9]=1)[CH:5]=O.[C:10]([O:16][CH2:17][CH3:18])(=[O:15])[CH2:11]C([O-])=O>>[CH3:1][C:2]1[CH:3]=[C:4]([CH:7]=[CH:8][CH:9]=1)[CH:5]=[CH:11][C:10]([O:16][CH2:17][CH3:18])=[O:15]. Procedure: 3-Methylbenzaldehyde (12.0 g, 100 mmol) and mono-ethyl malonate (15.5 ml, 130 mmol) were reacted as described under General Procedure A to furnish the title compound (16.7 g, 88%) as a yellow oil. 1H NMR (300 MHz, CDCl3) δ 7.66 (d, J=16.0 Hz, 1H), 7.34-7.18 (m, 4H), 6.42 (d, J=16.0 Hz, 1H), 4.26 (q, J=7.2 Hz, 2H), 2.37 (s, 3H), 1.33 (t, J=7.2 Hz, 3H).